Dataset: the Open Reaction Database (ORD), a public repository of structured organic reaction records. Task: describe an organic reaction: reactants, conditions, products, and yield The reactants are CCOC(=O)CBr, O=C([O-])[O-], CCOC(C)=O, CN(C)C=O, Cl, [K+], [K+], O, Nc1c2c(nc3cccc(O)c13)CCCC2. Product: CCOC(=O)COc1cccc2nc3c(c(N)c12)CCCC3. As a reaction SMILES: [Br:24][CH2:25][C:26](=[O:27])[O:28][CH2:29][CH3:30].[C:18](=[O:19])([O-:20])[O-:21].[CH3:31][CH2:32][O:33][C:34](=[O:35])[CH3:36].[CH3:37][N:38]([CH3:39])[CH:40]=[O:41].[ClH:1].[K+:22].[K+:23].[OH2:42].[OH:2][c:3]1[cH:4][cH:5][cH:6][c:7]2[n:8][c:9]3[c:14]([c:15]([NH2:17])[c:16]12)[CH2:13][CH2:12][CH2:11][CH2:10]3>>[O:2]([c:3]1[cH:4][cH:5][cH:6][c:7]2[n:8][c:9]3[c:14]([c:15]([NH2:17])[c:16]12)[CH2:13][CH2:12][CH2:11][CH2:10]3)[CH2:25][C:26](=[O:27])[O:28][CH2:29][CH3:30]. Starting materials: [Si](C)(C)(C(C)(C)C)Cl (tert-Butyldimethylsilylchloride), OCC=1N=CN(C1)C(C1=CC=CC=C1)(C1=CC=CC=C1)C1=CC=CC=C1 (4-hydroxymethyl-1-triphenylmethylimidazole), N1C=NC=C1 (imidazole). The solvent is CN(C)C=O (DMF). Reaction conditions: time 15 minute. The product is [Si](C)(C)(C(C)(C)C)OCC=1N=CN(C1)C(C1=CC=CC=C1)(C1=CC=CC=C1)C1=CC=CC=C1 (4-(tert-Butyldimethylsilyloxymethyl)-1-triphenylmethylimidazole). As a reaction SMILES: [Si:1](Cl)([C:4]([CH3:7])([CH3:6])[CH3:5])([CH3:3])[CH3:2].[OH:9][CH2:10][C:11]1[N:12]=[CH:13][N:14]([C:16]([C:29]2[CH:34]=[CH:33][CH:32]=[CH:31][CH:30]=2)([C:23]2[CH:28]=[CH:27][CH:26]=[CH:25][CH:24]=2)[C:17]2[CH:22]=[CH:21][CH:20]=[CH:19][CH:18]=2)[CH:15]=1.N1C=CN=C1>CN(C=O)C>[Si:1]([O:9][CH2:10][C:11]1[N:12]=[CH:13][N:14]([C:16]([C:17]2[CH:22]=[CH:21][CH:20]=[CH:19][CH:18]=2)([C:23]2[CH:24]=[CH:25][CH:26]=[CH:27][CH:28]=2)[C:29]2[CH:34]=[CH:33][CH:32]=[CH:31][CH:30]=2)[CH:15]=1)([C:4]([CH3:7])([CH3:6])[CH3:5])([CH3:3])[CH3:2]. Procedure: tert-Butyldimethylsilylchloride (2.83 g, 18.76 mmol) was added to a suspension of 4-hydroxymethyl-1-triphenylmethylimidazole (5.80 g, 17.05 mmol) in DMF (200 mL) containing imidazole (3.48 g, 51.1 mmol). After 15 min, a clear colorless solution was obtained which was stirred at room temperature. When reaction was complete, the DMF was removed in vacuo and the residue patitioned between ethyl acetate and water. The organic phase was washed with water, saturated brine, and dried over magnesium sul... Starting materials: CCC(C)(C)N, CCCCOc1c(NCc2cc3cc([N+](=O)[O-])ccc3o2)c(=O)c1=O, CCO. The product is CCC(C)(C)Nc1c(NCc2cc3cc([N+](=O)[O-])ccc3o2)c(=O)c1=O. As a reaction SMILES: [C:26]([CH3:27])([CH3:28])([CH2:29][CH3:30])[NH2:31].[CH2:1]([O:2][c:6]1[c:7](=[O:25])[c:8](=[O:24])[c:9]1[NH:10][CH2:11][c:12]1[o:13][c:14]2[c:15]([cH:16]1)[cH:17][c:18]([N+:21](=[O:22])[O-:23])[cH:19][cH:20]2)[CH2:3][CH2:4][CH3:5].[CH3:32][CH2:33][OH:34]>>[c:6]1([NH:31][C:26]([CH3:27])([CH3:28])[CH2:29][CH3:30])[c:7](=[O:25])[c:8](=[O:24])[c:9]1[NH:10][CH2:11][c:12]1[o:13][c:14]2[c:15]([cH:16]1)[cH:17][c:18]([N+:21](=[O:22])[O-:23])[cH:19][cH:20]2. Reaction SMILES: Cl[C:2]1[CH:7]=[C:6]([C:8]2[N:12]=[C:11]([N:13]3[CH2:18][CH2:17][N:16](CCC4C=CN=C(OC)C=4)[CH2:15][CH2:14]3)[S:10][N:9]=2)[CH:5]=[CH:4][N:3]=1.Cl[C:30]1SN=C(C2C=CN=C(Cl)C=2)N=1.Br[CH2:43][CH2:44][C:45]1[CH:50]=[CH:49][CH:48]=[CH:47][CH:46]=1>>[CH3:30][C:2]1[CH:7]=[C:6]([C:8]2[N:12]=[C:11]([N:13]3[CH2:14][CH2:15][N:16]([CH2:43][CH2:44][C:45]4[CH:50]=[CH:49][CH:48]=[CH:47][CH:46]=4)[CH2:17][CH2:18]3)[S:10][N:9]=2)[CH:5]=[CH:4][N:3]=1. Procedure details: In analogy to the procedure described for the synthesis of 3-(2-chloropyridin-4-yl)-5-(4-(2-(2-methoxypyridin-4-yl)ethyl)piperazin-1-yl)-1,2,4-thiadiazole (Example 168), the tile compound was prepared from 5-chloro-3-(2-chloropyridin-4-yl)-1,2,4-thiadiazole and (2-bromo ethyl)benzene. Reactants: ClC1=NC=CC(=C1)C1=NSC(=N1)N1CCN(CC1)CCC1=CC(=NC=C1)OC (3-(2-chloropyridin-4-yl)-5-(4-(2-(2-methoxypyridin-4-yl)ethyl)piperazin-1-yl)-1,2,4-thiadiazole), ClC1=NC(=NS1)C1=CC(=NC=C1)Cl (5-chloro-3-(2-chloropyridin-4-yl)-1,2,4-thiadiazole), BrCCC1=CC=CC=C1 ((2-bromo ethyl)benzene). Yields the product CC1=NC=CC(=C1)C1=NSC(=N1)N1CCN(CC1)CCC1=CC=CC=C1 (3-(2-methylpyridin-4-yl)-5-(4-phenethylpiperazin-1-yl)-1,2,4-thiadiazole). Reactants: C(C=C)S(=O)(=O)OC1=C(C=CC=C1)[N+](=O)[O-] (2-nitrophenyl 2-propenesulfonate), ClCl (chlorine), C(Cl)(Cl)Cl (chloroform). The product is ClC(CS(=O)(=O)OC1=C(C=CC=C1)[N+](=O)[O-])CCl (2-Nitrophenyl 2,3-dichloropropanesulfonate). Yield: 80.3%. RXN SMILES: [CH2:1]([S:4]([O:7][C:8]1[CH:13]=[CH:12][CH:11]=[CH:10][C:9]=1[N+:14]([O-:16])=[O:15])(=[O:6])=[O:5])[CH:2]=C.[Cl:17]Cl.[CH:19]([Cl:22])(Cl)Cl>>[Cl:17][CH:2]([CH2:19][Cl:22])[CH2:1][S:4]([O:7][C:8]1[CH:13]=[CH:12][CH:11]=[CH:10][C:9]=1[N+:14]([O-:16])=[O:15])(=[O:6])=[O:5]. Reported procedure: To a solution of 24.3 g of 2-nitrophenyl 2-propenesulfonate in 80 ml of chloroform was added 7.1 g of chlorine absorbed in 20 ml of chloroform dropwise with stirring below 0°C. After the addition, the mixture was stirred for two hours at room temperature. By distillation of the solvent and fractionation, 25.2 g of 2-nitrophenyl 2,3-dichloropropanesulfonate, B.P 167°-169°C/0.015 mmHg, was obtained in a yield of 80.3%.